From a dataset of the Open Reaction Database (ORD), a public repository of structured organic reaction records. describe an organic reaction: reactants, conditions, products, and yield As a reaction SMILES: [Br:22][Mg:23][c:24]1[cH:25][cH:26][cH:27][cH:28][cH:29]1.[CH2:30]1[O:31][CH2:32][CH2:33][CH2:34]1.[F:1][C:2]([C:3](=[O:4])[c:5]1[cH:6][c:7]2[cH:8][cH:9][n:10](-[c:14]3[cH:15][cH:16][cH:17][cH:18][cH:19]3)[c:11]2[cH:12][cH:13]1)([F:20])[F:21]>>[F:1][C:2]([C:3]([OH:4])([c:5]1[cH:6][c:7]2[cH:8][cH:9][n:10](-[c:14]3[cH:15][cH:16][cH:17][cH:18][cH:19]3)[c:11]2[cH:12][cH:13]1)[c:24]1[cH:25][cH:26][cH:27][cH:28][cH:29]1)([F:20])[F:21]. The reactants are Br[Mg]c1ccccc1, C1CCOC1, O=C(c1ccc2c(ccn2-c2ccccc2)c1)C(F)(F)F. Product: OC(c1ccccc1)(c1ccc2c(ccn2-c2ccccc2)c1)C(F)(F)F. The product is C(C)OC(C1=C(C=C(C=C1)NC(=O)C1=CC(=C2CCN(C2=C1)S(=O)(=O)C1=CC(=C(C=C1)Cl)Cl)OC)F)=O (4-{[1-(3,4-dichloro-benzenesulfonyl)-4-methoxy-2,3-dihydro-1H-indole-6-carbonyl]-amino}-2-fluoro-benzoic acid ethyl ester). Procedure: 4-{[1-(3,4-Dichloro-benzenesulfonyl)-4-methoxy-2,3-dihydro-1H-indole-6-carbonyl]-amino}-2-fluoro-benzoic acid, m/z (ES+): 539.27 (M+H+.), was prepared in analogy to example 14, steps 1 to 6. Step 5 was performed using 3,4-dichloro-benzenesulfonyl chloride and yielded 4-{[1-(3,4-dichloro-benzenesulfonyl)-4-methoxy-2,3-dihydro-1H-indole-6-carbonyl]-amino}-2-fluoro-benzoic acid ethyl ester, which was hydrolyzed in step 6. RXN SMILES: [Cl:1][C:2]1[CH:3]=[C:4]([S:9]([N:12]2[C:20]3[C:15](=[C:16]([O:34][CH3:35])[CH:17]=[C:18]([C:21]([NH:23][C:24]4[CH:32]=[CH:31][C:27]([C:28]([OH:30])=[O:29])=[C:26]([F:33])[CH:25]=4)=[O:22])[CH:19]=3)[CH2:14][CH2:13]2)(=[O:11])=[O:10])[CH:5]=[CH:6][C:7]=1[Cl:8].Cl[C:37]1C=C(S(Cl)(=O)=O)C=C[C:42]=1Cl>>[CH2:37]([O:29][C:28](=[O:30])[C:27]1[CH:31]=[CH:32][C:24]([NH:23][C:21]([C:18]2[CH:19]=[C:20]3[C:15]([CH2:14][CH2:13][N:12]3[S:9]([C:4]3[CH:5]=[CH:6][C:7]([Cl:8])=[C:2]([Cl:1])[CH:3]=3)(=[O:10])=[O:11])=[C:16]([O:34][CH3:35])[CH:17]=2)=[O:22])=[CH:25][C:26]=1[F:33])[CH3:42]. The reactants are ClC=1C=C(C=CC1Cl)S(=O)(=O)N1CCC2=C(C=C(C=C12)C(=O)NC1=CC(=C(C(=O)O)C=C1)F)OC (4-{[1-(3,4-Dichloro-benzenesulfonyl)-4-methoxy-2,3-dihydro-1H-indole-6-carbonyl]-amino}-2-fluoro-benzoic acid), ClC=1C=C(C=CC1Cl)S(=O)(=O)Cl (3,4-dichloro-benzenesulfonyl chloride). Reaction SMILES: [C:8]([O:9][C:10](=[O:11])[N:15]1[CH2:16][CH2:17][N:18]([C:21]([O:22][CH2:23][c:24]2[cH:25][cH:26][c:27]([O:30][CH2:31][C:32]([c:33]3[cH:34][cH:35][cH:36][cH:37][cH:38]3)=[O:39])[cH:28][cH:29]2)=[S:40])[CH2:19][CH2:20]1)([CH3:12])([CH3:13])[CH3:14].[CH3:41][CH2:42][O:43][C:44](=[O:45])[CH3:46].[ClH:1].[O:2]1[CH2:3][CH2:4][O:5][CH2:6][CH2:7]1>>[NH:15]1[CH2:16][CH2:17][N:18]([C:21]([O:22][CH2:23][c:24]2[cH:25][cH:26][c:27]([O:30][CH2:31][C:32]([c:33]3[cH:34][cH:35][cH:36][cH:37][cH:38]3)=[O:39])[cH:28][cH:29]2)=[S:40])[CH2:19][CH2:20]1. Starting materials: CC(C)(C)OC(=O)N1CCN(C(=S)OCc2ccc(OCC(=O)c3ccccc3)cc2)CC1, CCOC(C)=O, Cl, C1COCCO1. The product is O=C(COc1ccc(COC(=S)N2CCNCC2)cc1)c1ccccc1. The reactants are Cl.F[C@@H]1CNCC1 ((S)-3-Fluoropyrrolidine hydrochloride), C(=O)(OC(C)(C)C)NCC(=O)O (N-Boc glycine), Cl.C(C)N=C=NCCCN(C)C (1-ethyl-3-(3-dimethylaminopropyl)carbodiimide hydrochloride), ON1N=NC2=C1C=CC=C2 (1-hydroxybenzotriazole). Run in O1CCCC1 (tetrahydrofuran), C(C)N(CC)CC (triethylamine). Run at temperature 70 celsius, time 1 hour. Product: F[C@@H]1CN(CC1)C(CNC(OC(C)(C)C)=O)=O ((S)-tert-Butyl 2-(3-fluoropyrrolidin-1-yl)-2-oxoethylcarbamate). The yield is 9.4%. As a reaction SMILES: Cl.[F:2][C@H:3]1[CH2:7][CH2:6][NH:5][CH2:4]1.[C:8]([NH:15][CH2:16][C:17](O)=[O:18])([O:10][C:11]([CH3:14])([CH3:13])[CH3:12])=[O:9].Cl.C(N=C=NCCCN(C)C)C.ON1C2C=CC=CC=2N=N1>O1CCCC1.C(N(CC)CC)C>[F:2][C@H:3]1[CH2:7][CH2:6][N:5]([C:17](=[O:18])[CH2:16][NH:15][C:8](=[O:9])[O:10][C:11]([CH3:12])([CH3:13])[CH3:14])[CH2:4]1 |f:0.1,3.4|. Reported procedure: (S)-3-Fluoropyrrolidine hydrochloride (535 mg), N-Boc glycine (746 mg), 1-ethyl-3-(3-dimethylaminopropyl)carbodiimide hydrochloride (1.41 g), 1-hydroxybenzotriazole (993 mg), and triethylamine (1.19 mL) were dissolved in tetrahydrofuran (5 mL), and the solution was stirred at 70° C. for 1 hour. The reaction mixture was concentrated under reduced pressure, and aqueous saturated sodium bicarbonate (20 mL) was added to the residue, followed by extraction with ethyl acetate (10 mL). The organic laye... The reactants are FC=1C=C(C=CC1)C(=O)C1=CC(=C(C=C1)O)I ((3-fluorophenyl)(4-hydroxy-3-iodophenyl)methanone), solution, C(CC#C)N1[C@@H](CCC1)C ((2R)-1-(3-butynyl)-2-methylpyrrolidine). The product is FC=1C=C(C=CC1)C(=O)C=1C=CC2=C(C=C(O2)CCN2[C@@H](CCC2)C)C1 ((3-fluorophenyl)(2-{2-[(2R)-2-methyl-1-pyrrolidinyl]ethyl}-1-benzofuran-5-yl)methanone). Reaction SMILES: [F:1][C:2]1[CH:3]=[C:4]([C:8]([C:10]2[CH:15]=[CH:14][C:13]([OH:16])=[C:12](I)[CH:11]=2)=[O:9])[CH:5]=[CH:6][CH:7]=1.[CH2:18]([N:22]1[CH2:26][CH2:25][CH2:24][C@H:23]1[CH3:27])[CH2:19][C:20]#[CH:21]>>[F:1][C:2]1[CH:3]=[C:4]([C:8]([C:10]2[CH:15]=[CH:14][C:13]3[O:16][C:20]([CH2:19][CH2:18][N:22]4[CH2:26][CH2:25][CH2:24][C@H:23]4[CH3:27])=[CH:21][C:12]=3[CH:11]=2)=[O:9])[CH:5]=[CH:6][CH:7]=1. Reported procedure: The product from Example 69B and a 0.1 M solution of the product from Example 68B were processed as described in Example 68C to provide the title compound. 1HNMR (300 MHz, CD3OD) δ 1.26 (d, 3H, J=6.1 Hz), 1.57 (m, 1H), 1.91 (m, 2H), 2.10-2.63 (m, 2H), 2.87 (m, 2H) 3.18 (m, 2H), 3.42 (m, 2H), 6.76 (s, 1H), 7.37-7.59 (m, 5H), 7.76 (d, 1H, J=8.9 Hz), 7.98 (s, 1H); MS (ESI) m/z 352.1 (M++1). The reactants are FCCBr, CCc1nc(-c2ccc(Cl)cc2Cl)c(CC)nc1NC1c2ccccc2CC1OC, CCc1nc(-c2ccc(Cl)cc2Cl)c(CC)nc1NC1c2ccccc2CC1O. Product: CCc1nc(-c2ccc(Cl)cc2Cl)c(CC)nc1NC1c2ccccc2CC1OCCF. RXN SMILES: [Br:60][CH2:61][CH2:62][F:63].[Cl:1][c:2]1[c:3](-[c:9]2[n:10][c:11]([CH2:29][CH3:30])[c:12]([NH:17][CH:18]3[CH:19]([O:27][CH3:28])[CH2:20][c:21]4[cH:22][cH:23][cH:24][cH:25][c:26]43)[n:13][c:14]2[CH2:15][CH3:16])[cH:4][cH:5][c:6]([Cl:8])[cH:7]1.[Cl:31][c:32]1[cH:33][c:34]([Cl:35])[cH:36][cH:37][c:38]1-[c:39]1[n:40][c:41]([CH2:42][CH3:43])[c:44]([NH:45][CH:46]2[c:47]3[c:48]([cH:49][cH:50][cH:51][cH:52]3)[CH2:53][CH:54]2[OH:55])[n:56][c:57]1[CH2:58][CH3:59]>>[Cl:1][c:2]1[c:3](-[c:9]2[n:10][c:11]([CH2:29][CH3:30])[c:12]([NH:17][CH:18]3[CH:19]([O:27][CH2:28][CH2:62][F:63])[CH2:20][c:21]4[cH:22][cH:23][cH:24][cH:25][c:26]43)[n:13][c:14]2[CH2:15][CH3:16])[cH:4][cH:5][c:6]([Cl:8])[cH:7]1. Starting materials: C(#N)N=C(SC)N1CCN(CC1)CC1=CC=C(C=C1)F (N-cyano-4-(p-fluorobenzyl)-1-piperazinecarboximidothioic acid, methyl ester), O.NN (hydrazine hydrate). Solvent: C(C)O (ethanol). Yields the product NC=1NC(=NN1)N1CCN(CC1)CC1=CC=C(C=C1)F (1-(5-Amino-4H-1,2,4-triazol-3-yl)-4-(p-fluorobenzyl)piperazine). As a reaction SMILES: [C:1]([N:3]=[C:4]([N:7]1[CH2:12][CH2:11][N:10]([CH2:13][C:14]2[CH:19]=[CH:18][C:17]([F:20])=[CH:16][CH:15]=2)[CH2:9][CH2:8]1)SC)#[N:2].O.[NH2:22][NH2:23]>C(O)C>[NH2:2][C:1]1[NH:3][C:4]([N:7]2[CH2:12][CH2:11][N:10]([CH2:13][C:14]3[CH:19]=[CH:18][C:17]([F:20])=[CH:16][CH:15]=3)[CH2:9][CH2:8]2)=[N:22][N:23]=1 |f:1.2|. Procedure details: The entire portion (0.1 mole) of N-cyano-4-(p-fluorobenzyl)-1-piperazinecarboximidothioic acid, methyl ester, prepared as an oil (Example 27) was dissolved in 150 ml. of ethanol and 5.5 ml. (0.11 mole) of hydrazine hydrate were added. The mixture was refluxed for 6 hours and then evaporated to a solid residue which as crystallized from 200 ml. of ethanol, giving 21 g. of the desired product as colorless crystals, m.p. 213°-216° C. (dec.). The reactants are SCC=1NC(=C(C(C1C(=O)OCC)C1=CC(=CC=C1)[N+](=O)[O-])C(=O)OCC)C (2-mercaptomethyl-3,5-dicarboethoxy-4-(m-nitrophenyl)-6-methyl-1, 4-dihydropyridine), C(C=C)#N (acrylonitrile). Reagents/catalysts: CN(C(=N)N(C)C)C (1,1,3,3-tetramethylguanidine). The solvent is CCO (EtOH). Product: C(#N)CCSCC=1NC(=C(C(C1C(=O)OCC)C1=CC(=CC=C1)[N+](=O)[O-])C(=O)OCC)C (2-[(2-cyanoethyl)thio]methyl-3,5-dicarboethoxy-4-(m-nitrophenyl) -6-methyl-1,4-dihydropyridine). The yield is 92.0%. As a reaction SMILES: [SH:1][CH2:2][C:3]1[NH:4][C:5]([CH3:28])=[C:6]([C:23]([O:25][CH2:26][CH3:27])=[O:24])[CH:7]([C:14]2[CH:19]=[CH:18][CH:17]=[C:16]([N+:20]([O-:22])=[O:21])[CH:15]=2)[C:8]=1[C:9]([O:11][CH2:12][CH3:13])=[O:10].[C:29](#[N:32])[CH:30]=[CH2:31]>CCO.CN(C)C(N(C)C)=N>[C:29]([CH2:30][CH2:31][S:1][CH2:2][C:3]1[NH:4][C:5]([CH3:28])=[C:6]([C:23]([O:25][CH2:26][CH3:27])=[O:24])[CH:7]([C:14]2[CH:19]=[CH:18][CH:17]=[C:16]([N+:20]([O-:22])=[O:21])[CH:15]=2)[C:8]=1[C:9]([O:11][CH2:12][CH3:13])=[O:10])#[N:32]. Reported procedure: A solution of 2-mercaptomethyl-3,5-dicarboethoxy-4-(m-nitrophenyl)-6-methyl-1, 4-dihydropyridine (5 g), acrylonitrile (0.66 g) and 1,1,3,3-tetramethylguanidine (0.1 g) in EtOH (60 ml) is stirred at room temperature for 18 hours and then evaporated to dryness. After the usual work-up, the residue is recrystallized from Et2O to give 5.2 g of 2-[(2-cyanoethyl)thio]methyl-3,5-dicarboethoxy-4-(m-nitrophenyl) -6-methyl-1,4-dihydropyridine m.p. 102°-104° C. Starting materials: N#Cc1c(CBr)cccc1[N+](=O)[O-], O=C([O-])[O-], CN(C)C=O, [K+], [K+], O, Oc1cccc(Cl)c1, c1ccncc1. The product is N#Cc1c(COc2cccc(Cl)c2)cccc1[N+](=O)[O-]. Reaction SMILES: [Br:15][CH2:16][c:17]1[c:18]([C:19]#[N:20])[c:21]([N+:25](=[O:26])[O-:27])[cH:22][cH:23][cH:24]1.[C:9](=[O:10])([O-:11])[O-:12].[CH3:28][N:29]([CH3:30])[CH:31]=[O:32].[K+:13].[K+:14].[OH2:39].[OH:1][c:2]1[cH:3][cH:4][cH:5][c:6]([Cl:7])[cH:8]1.[cH:33]1[cH:34][cH:35][n:36][cH:37][cH:38]1>>[O:1]([c:2]1[cH:3][cH:4][cH:5][c:6]([Cl:7])[cH:8]1)[CH2:16][c:17]1[c:18]([C:19]#[N:20])[c:21]([N+:25](=[O:26])[O-:27])[cH:22][cH:23][cH:24]1. Starting materials: C(C)(C)(C)OC(=O)N1CC2CC(=C(C(C1)N2C(=O)OC(C)(C)C)C(N(CC2=C(C(=CC=C2)OC)C)C2CC2)=O)C2=CN=C(S2)OCCO (6-[Cyclopropyl-(3-methoxy-2-methylbenzyl)carbamoyl]-7-[2-(2-hydroxyethoxy)thiazol-5-yl]-3,9-diazabicyclo[3.3.1]non-6-ene-3,9-dicarboxylic acid di-tert-butyl ester), ClC=1C(=C(C(=CC1)F)O)F (3-chloro-2,6-difluorophenol). Yields the product C(C)(C)(C)OC(=O)N1CC2CC(=C(C(C1)N2C(=O)OC(C)(C)C)C(N(CC2=C(C(=CC=C2)OC)C)C2CC2)=O)C2=CN=C(S2)OCCOC2=C(C(=CC=C2F)Cl)F (7-{2-[2-(3-Chloro-2,6-difluorophenoxy)ethoxy]thiazol-5-yl}-6-[cyclopropyl-(3-methoxy-2-methylbenzyl)carbamoyl]-3,9-diazabicyclo[3.3.1]non-6-ene-3,9-dicarboxylic acid di-tert-butyl ester). As a reaction SMILES: [C:1]([O:5][C:6]([N:8]1[CH2:15][CH:14]2[N:16]([C:17]([O:19][C:20]([CH3:23])([CH3:22])[CH3:21])=[O:18])[CH:10]([CH2:11][C:12]([C:40]3[S:44][C:43]([O:45][CH2:46][CH2:47][OH:48])=[N:42][CH:41]=3)=[C:13]2[C:24](=[O:39])[N:25]([CH:36]2[CH2:38][CH2:37]2)[CH2:26][C:27]2[CH:32]=[CH:31][CH:30]=[C:29]([O:33][CH3:34])[C:28]=2[CH3:35])[CH2:9]1)=[O:7])([CH3:4])([CH3:3])[CH3:2].[Cl:49][C:50]1[C:51]([F:58])=[C:52](O)[C:53]([F:56])=[CH:54][CH:55]=1>>[C:1]([O:5][C:6]([N:8]1[CH2:15][CH:14]2[N:16]([C:17]([O:19][C:20]([CH3:21])([CH3:23])[CH3:22])=[O:18])[CH:10]([CH2:11][C:12]([C:40]3[S:44][C:43]([O:45][CH2:46][CH2:47][O:48][C:52]4[C:53]([F:56])=[CH:54][CH:55]=[C:50]([Cl:49])[C:51]=4[F:58])=[N:42][CH:41]=3)=[C:13]2[C:24](=[O:39])[N:25]([CH:36]2[CH2:37][CH2:38]2)[CH2:26][C:27]2[CH:32]=[CH:31][CH:30]=[C:29]([O:33][CH3:34])[C:28]=2[CH3:35])[CH2:9]1)=[O:7])([CH3:2])([CH3:3])[CH3:4]. Procedure: This compound is prepared from compound E9 and 3-chloro-2,6-difluorophenol, according to the above-described procedure A. LC-MS: tR=1.23 min, ES+: 831.38.